The task is: describe an organic reaction: reactants, conditions, products, and yield. This data is from the Open Reaction Database (ORD), a public repository of structured organic reaction records. The reactants are COC(C1=C(C=CC(=C1)OCCCN1CCCCC1)NC(C)=O)=O (2-Acetylamino-5-(3-piperidin-1-ylpropoxy)benzoic acid methyl ester), Cl (HCl). Product: Cl.Cl.NC1=C(C(=O)O)C=C(C=C1)OCCCN1CCCCC1 (2-amino-5-(3-piperidin-1-ylpropoxy)benzoic acid dihydrochloride). Yield: 100.0%. RXN SMILES: C[O:2][C:3](=[O:24])[C:4]1[CH:9]=[C:8]([O:10][CH2:11][CH2:12][CH2:13][N:14]2[CH2:19][CH2:18][CH2:17][CH2:16][CH2:15]2)[CH:7]=[CH:6][C:5]=1[NH:20]C(=O)C.[ClH:25]>>[ClH:25].[ClH:25].[NH2:20][C:5]1[CH:6]=[CH:7][C:8]([O:10][CH2:11][CH2:12][CH2:13][N:14]2[CH2:19][CH2:18][CH2:17][CH2:16][CH2:15]2)=[CH:9][C:4]=1[C:3]([OH:24])=[O:2] |f:2.3.4|. Reported procedure: 2-Acetylamino-5-(3-piperidin-1-ylpropoxy)benzoic acid methyl ester (1.34 g, 4.0 mmol) was treated with 6N HCl (aq.) (20 mL) and heated at reflux temperature for 8 h. The mixture was then cooled and concentrated in vacuo to afford 2-amino-5-(3-piperidin-1-ylpropoxy)benzoic acid dihydrochloride (1.4 g, 4.0 mmol, 100%).